Dataset: the Open Reaction Database (ORD), a public repository of structured organic reaction records. Task: describe an organic reaction: reactants, conditions, products, and yield Starting materials: ClC1=CC=C(COC2=CC(NC=C2)=O)C=C1 (4-((4-chlorobenzyl)oxy)pyridin-2(1H)-one), BrC=1C=CC(=C(NC)C1)[N+](=O)[O-] (5-bromo-N-methyl-2-nitroaniline), CNCCNC (N,N′-dimethylethylenediamine), C([O-])([O-])=O.[K+].[K+] (potassium carbonate), N (NH3). The reagents and catalysts are [Cu](I)I (copper iodide). The solvent is CS(=O)C (DMSO). Conditions: temperature 150 celsius. Yields the product ClC1=CC=C(COC2=CC(N(C=C2)C2=CC(=C(C=C2)[N+](=O)[O-])NC)=O)C=C1 (4-((4-Chlorobenzyl)oxy)-1-(3-(methylamino)-4-nitrophenyl)pyridin-2(1H)-one). The yield is 73.3%. Reaction SMILES: [Cl:1][C:2]1[CH:16]=[CH:15][C:5]([CH2:6][O:7][C:8]2[CH:13]=[CH:12][NH:11][C:10](=[O:14])[CH:9]=2)=[CH:4][CH:3]=1.Br[C:18]1[CH:19]=[CH:20][C:21]([N+:26]([O-:28])=[O:27])=[C:22]([CH:25]=1)[NH:23][CH3:24].CNCCNC.C(=O)([O-])[O-].[K+].[K+].N>[Cu](I)I.CS(C)=O>[Cl:1][C:2]1[CH:16]=[CH:15][C:5]([CH2:6][O:7][C:8]2[CH:13]=[CH:12][N:11]([C:18]3[CH:19]=[CH:20][C:21]([N+:26]([O-:28])=[O:27])=[C:22]([NH:23][CH3:24])[CH:25]=3)[C:10](=[O:14])[CH:9]=2)=[CH:4][CH:3]=1 |f:3.4.5|. Reported procedure: A mixture of 4-((4-chlorobenzyl)oxy)pyridin-2(1H)-one (10 g), 5-bromo-N-methyl-2-nitroaniline (9.80 g), N,N′-dimethylethylenediamine (4.76 ml), copper iodide (8.08 g), potassium carbonate (17.59 g) and DMSO (200 ml) was heated at 150° C. for 2 h. The mixture was poured into 28% NH3 solution. The resulting precipitate was collected and washed with IPA. The solid was dissolved in DMSO (100 ml) at 80° C., and allowed to cool to room temperature to give a precipitate. After filtration, the precipita... Starting materials: NC1=C2C(=NC=N1)N(N=C2C2=CC(=C(C=C2)NC(C2=C(C=C(C=C2)C(F)(F)F)F)=O)OC)C2=CC=C(C=C2)C=O (N1-{4-[4-amino-1-(4-formylphenyl)-1H-pyrazolo[3,4-d]pyrimidin-3-yl]-2-methoxyphenyl}-2-fluoro-4-(trifluoromethyl)benzamide), NC1=C2C(=NC=N1)N(N=C2C2=CC(=C(C=C2)NC(C2=C(C=C(C=C2)C(F)(F)F)F)=O)OC)C2=CC=C(C=C2)C=O (N1-{4-[4-amino-1-(4-formylphenyl)-1H-pyrazolo[3,4-d]pyrimidin-3-yl]-2-methoxyphenyl}-2-fluoro-4-(trifluoromethyl)benzamide), N1CCOCC1 (morpholine), C(C)(=O)O[BH-](OC(C)=O)OC(C)=O.[Na+] (sodium triacetoxyborohydride), [OH-].[Na+] (NaOH), N1CCOCC1 (morpholine), C(C)(=O)O[BH-](OC(C)=O)OC(C)=O.[Na+] (sodium triacetoxyborohydride). Solvent: ClC(C)Cl (dichloroethane), C(C)(=O)O (acetic acid). Reaction conditions: time 16 hour. Product: NC1=C2C(=NC=N1)N(N=C2C2=CC(=C(C=C2)NC(C2=C(C=C(C=C2)C(F)(F)F)F)=O)OC)C2=CC=C(C=C2)CN2CCOCC2 (N1-(4-{4-amino-1-[4-(morpholinomethyl)phenyl]-1H-pyrazolo[3,4-d]pyrimidin-3-yl}-2-methoxyphenyl)-2-fluoro-4-(trifluoromethyl)benzamide). Yield: 7.9%. Reaction SMILES: [NH2:1][C:2]1[N:7]=[CH:6][N:5]=[C:4]2[N:8]([C:33]3[CH:38]=[CH:37][C:36]([CH:39]=O)=[CH:35][CH:34]=3)[N:9]=[C:10]([C:11]3[CH:16]=[CH:15][C:14]([NH:17][C:18](=[O:30])[C:19]4[CH:24]=[CH:23][C:22]([C:25]([F:28])([F:27])[F:26])=[CH:21][C:20]=4[F:29])=[C:13]([O:31][CH3:32])[CH:12]=3)[C:3]=12.[NH:41]1[CH2:46][CH2:45][O:44][CH2:43][CH2:42]1.C(O[BH-](OC(=O)C)OC(=O)C)(=O)C.[Na+].[OH-].[Na+]>ClC(Cl)C.C(O)(=O)C>[NH2:1][C:2]1[N:7]=[CH:6][N:5]=[C:4]2[N:8]([C:33]3[CH:34]=[CH:35][C:36]([CH2:39][N:41]4[CH2:46][CH2:45][O:44][CH2:43][CH2:42]4)=[CH:37][CH:38]=3)[N:9]=[C:10]([C:11]3[CH:16]=[CH:15][C:14]([NH:17][C:18](=[O:30])[C:19]4[CH:24]=[CH:23][C:22]([C:25]([F:27])([F:26])[F:28])=[CH:21][C:20]=4[F:29])=[C:13]([O:31][CH3:32])[CH:12]=3)[C:3]=12 |f:2.3,4.5|. Reported procedure: A mixture of N1-{4-[4-amino-1-(4-formylphenyl)-1H-pyrazolo[3,4-d]pyrimidin-3-yl]-2-methoxyphenyl}-2-fluoro-4-(trifluoromethyl)benzamide (Intermediate 2) (0.075 g, 0.14 mmol), morpholine (0.024 mL, 0.27 mmol), and sodium triacetoxyborohydride (0.087 g, 0.409 mmol) in dichloroethane (1.4 mL) was shaken at ambient temperature for 16 h. Additional portions of morpholine (0.012 mL, 0.14 mmol), sodium triacetoxyborohydride (0.043 g, 0.20 mmol), and acetic acid (0.016 mL) were added and the reaction mi...